This data is from the Open Reaction Database (ORD), a public repository of structured organic reaction records. The task is: describe an organic reaction: reactants, conditions, products, and yield Starting materials: O=[N+]([O-])c1cc(Cl)cnc1Br, O=C([O-])[O-], [K+], [K+], COc1cccc(F)c1O, CN(C)C=O, O. Yields the product COc1cccc(F)c1Oc1ncc(Cl)cc1[N+](=O)[O-]. Reaction SMILES: [Br:1][c:2]1[n:3][cH:4][c:5]([Cl:11])[cH:6][c:7]1[N+:8](=[O:9])[O-:10].[C:22](=[O:23])([O-:24])[O-:25].[K+:26].[K+:27].[O:12]([CH3:13])[c:14]1[c:15]([OH:21])[c:16]([F:20])[cH:17][cH:18][cH:19]1.[O:29]=[CH:30][N:31]([CH3:32])[CH3:33].[OH2:28]>>[c:2]1([O:21][c:15]2[c:14]([O:12][CH3:13])[cH:19][cH:18][cH:17][c:16]2[F:20])[n:3][cH:4][c:5]([Cl:11])[cH:6][c:7]1[N+:8](=[O:9])[O-:10].